Dataset: the Open Reaction Database (ORD), a public repository of structured organic reaction records. Task: describe an organic reaction: reactants, conditions, products, and yield Yields the product CCCCCCC(C)(C)c1ccc(CCC(C)O)c(OCc2ccccc2)c1. As a reaction SMILES: [BH4-:29].[CH2:1]([c:2]1[cH:3][cH:4][cH:5][cH:6][cH:7]1)[O:8][c:9]1[c:10]([CH2:24][CH2:25][C:26]([CH3:27])=[O:28])[cH:11][cH:12][c:13]([C:15]([CH2:16][CH2:17][CH2:18][CH2:19][CH2:20][CH3:21])([CH3:22])[CH3:23])[cH:14]1.[CH3:33][OH:34].[Cl-:32].[Na+:30].[Na+:31]>>[CH2:1]([c:2]1[cH:3][cH:4][cH:5][cH:6][cH:7]1)[O:8][c:9]1[c:10]([CH2:24][CH2:25][CH:26]([CH3:27])[OH:28])[cH:11][cH:12][c:13]([C:15]([CH2:16][CH2:17][CH2:18][CH2:19][CH2:20][CH3:21])([CH3:22])[CH3:23])[cH:14]1. The reactants are [BH4-], CCCCCCC(C)(C)c1ccc(CCC(C)=O)c(OCc2ccccc2)c1, CO, [Cl-], [Na+], [Na+].